Dataset: the Open Reaction Database (ORD), a public repository of structured organic reaction records. Task: describe an organic reaction: reactants, conditions, products, and yield The reactants are CCOC(=O)C(C)n1nc(Br)c(Br)c1C, [Na+], [OH-], O. Reaction SMILES: [Br:1][c:2]1[n:3][n:4]([CH:9]([C:10](=[O:11])[O:12][CH2:13][CH3:14])[CH3:15])[c:5]([CH3:8])[c:6]1[Br:7].[Na+:17].[OH-:16].[OH2:18]>>[Br:1][c:2]1[n:3][n:4]([CH:9]([C:10](=[O:11])[OH:12])[CH3:15])[c:5]([CH3:8])[c:6]1[Br:7]. Yields the product Cc1c(Br)c(Br)nn1C(C)C(=O)O.